From a dataset of the Open Reaction Database (ORD), a public repository of structured organic reaction records. describe an organic reaction: reactants, conditions, products, and yield The reactants are O=C(O)C1(c2ccc(Cl)cc2)CCCCC1, CCCC(=O)Nc1cccc(C2CCN(CCCN)CC2)c1. Product: CCCC(=O)Nc1cccc(C2CCN(CCCNC(=O)C3(c4ccc(Cl)cc4)CCCCC3)CC2)c1. As a reaction SMILES: [Cl:1][c:2]1[cH:3][cH:4][c:5]([C:8]2([C:14](=[O:15])[OH:16])[CH2:9][CH2:10][CH2:11][CH2:12][CH2:13]2)[cH:6][cH:7]1.[NH2:17][CH2:18][CH2:19][CH2:20][N:21]1[CH2:22][CH2:23][CH:24]([c:27]2[cH:28][c:29]([NH:33][C:34]([CH2:35][CH2:36][CH3:37])=[O:38])[cH:30][cH:31][cH:32]2)[CH2:25][CH2:26]1>>[Cl:1][c:2]1[cH:3][cH:4][c:5]([C:8]2([C:14](=[O:16])[NH:17][CH2:18][CH2:19][CH2:20][N:21]3[CH2:22][CH2:23][CH:24]([c:27]4[cH:28][c:29]([NH:33][C:34]([CH2:35][CH2:36][CH3:37])=[O:38])[cH:30][cH:31][cH:32]4)[CH2:25][CH2:26]3)[CH2:9][CH2:10][CH2:11][CH2:12][CH2:13]2)[cH:6][cH:7]1. Reactants: NC1=CC=C(C(=O)C2=CC=C(C=C2)N)C=C1 (4,4′-diaminobenzophenone), OCCCN1CCN(CC1)C1=CC=C(C(=O)[O-])C=C1 (4-(4-(3-hydroxypropyl)piperazino)benzoate). Product: C(=O)(C1=CC=C(C=C1)NC(C1=CC=C(C=C1)N1CCN(CC1)CCCO)=O)C1=CC=C(C=C1)NC(C1=CC=C(C=C1)N1CCN(CC1)CCCO)=O (N,N′-(carbonylbis(4,1-phenylene))bis(4-(4-(3-hydroxypropyl)piperazin-1-yl)benzamide)). As a reaction SMILES: [NH2:1][C:2]1[CH:16]=[CH:15][C:5]([C:6]([C:8]2[CH:13]=[CH:12][C:11]([NH2:14])=[CH:10][CH:9]=2)=[O:7])=[CH:4][CH:3]=1.[OH:17][CH2:18][CH2:19][CH2:20][N:21]1[CH2:26][CH2:25][N:24]([C:27]2[CH:35]=[CH:34][C:30]([C:31]([O-])=[O:32])=[CH:29][CH:28]=2)[CH2:23][CH2:22]1>>[C:6]([C:8]1[CH:13]=[CH:12][C:11]([NH:14][C:31](=[O:32])[C:30]2[CH:34]=[CH:35][C:27]([N:24]3[CH2:25][CH2:26][N:21]([CH2:20][CH2:19][CH2:18][OH:17])[CH2:22][CH2:23]3)=[CH:28][CH:29]=2)=[CH:10][CH:9]=1)([C:5]1[CH:15]=[CH:16][C:2]([NH:1][C:31](=[O:32])[C:30]2[CH:29]=[CH:28][C:27]([N:24]3[CH2:23][CH2:22][N:21]([CH2:20][CH2:19][CH2:18][OH:17])[CH2:26][CH2:25]3)=[CH:35][CH:34]=2)=[CH:3][CH:4]=1)=[O:7]. Procedure: Compound 318 was prepared according to the procedure described in Scheme IV from 4,4′-diaminobenzophenone and 4-(4-(3-hydroxypropyl)piperazino)benzoate. [M+H]+ calcd for C41H48N6O5: 705.37; found: 705.19. The reactants are FC12C(NC=3C=CC=CC3C1CCC2)=S (3a-fluoro-1,2,3,3a,5,9b-hexahydrocyclopenta[c]quinoline-4-thione), N (ammonia). Run at time 1 hour. Yields the product NC1=NC=2C=CC=CC2C2C1(CCC2)F (4-Amino-3a-fluoro-2,3,3a,9b-tetrahydro-1H-cyclopenta[c]quinoline). Reaction SMILES: [F:1][C:2]12[CH2:14][CH2:13][CH2:12][CH:11]1[C:10]1[CH:9]=[CH:8][CH:7]=[CH:6][C:5]=1[NH:4][C:3]2=S.[NH3:16]>>[NH2:16][C:3]1[C:2]2([F:1])[CH2:14][CH2:13][CH2:12][CH:11]2[C:10]2[CH:9]=[CH:8][CH:7]=[CH:6][C:5]=2[N:4]=1. Procedure: 142 mg (0.64 mmol) of 3a-fluoro-1,2,3,3a,5,9b-hexahydrocyclopenta[c]quinoline-4-thione is dissolved in 50 ml of 7 M methanolic ammonia solution. After 1 hour of stirring at room temperature, the batch is concentrated by evaporation in a vacuum, and the residue is purified by column chromatography on silica gel with dichloromethane-ethanol as an eluant: 108 mg of product, melting point 174-6° C. Reactants: CC(C)(OC(=O)OCC1=CC=C(C=C1)[N+](=O)[O-])[C@H]1[C@H]2CC(=C(N2C1=O)C(=O)OCC1=CC=C(C=C1)[N+](=O)[O-])SC1=NN=C(N1)C (4-nitrobenzyl (5R, 6R)-6-[1-methyl-1-(4-nitrobenzyloxycarbonyloxy)ethyl]-3-(5-methyl-4H-1,2,4-triazol-3-ylthio)-7-oxo-1-azabicyclo[3.2.0]hept-2-ene-2-carboxylate), O1CCOCC1 (dioxane), P(=O)(O)([O-])[O-].[K+].[K+] (dipotassium hydrogen phosphate). Reagents/catalysts: [Pd] (palladium on activated carbon). Run in C(C)O (ethanol). Run at time 2 hour. Yields the product OC(C)(C)[C@H]1[C@H]2CC(=C(N2C1=O)C(=O)[O-])SC1=NN=C(N1)C.[K+] (potassium (5R, 6R)-6-(1-hydroxy-1-methylethyl)-3-(5-methyl- 4H-1,2,4-triazol-3-ylthio)-7-oxo-1-azabicyclo[3.2.0]hept-2-ene-2-carboxylate). RXN SMILES: [CH3:1][C:2]([C@@H:18]1[C:24](=[O:25])[N:23]2[C@@H:19]1[CH2:20][C:21]([S:39][C:40]1[NH:44][C:43]([CH3:45])=[N:42][N:41]=1)=[C:22]2[C:26]([O:28]CC1C=CC([N+]([O-])=O)=CC=1)=[O:27])([O:4]C(OCC1C=CC([N+]([O-])=O)=CC=1)=O)[CH3:3].O1CCOCC1.P([O-])([O-])(O)=O.[K+:57].[K+]>[Pd].C(O)C>[OH:4][C:2]([C@@H:18]1[C:24](=[O:25])[N:23]2[C@@H:19]1[CH2:20][C:21]([S:39][C:40]1[NH:44][C:43]([CH3:45])=[N:42][N:41]=1)=[C:22]2[C:26]([O-:28])=[O:27])([CH3:3])[CH3:1].[K+:57] |f:2.3.4,7.8|. Reported procedure: A mixture of 4-nitrobenzyl (5R, 6R)-6-[1-methyl-1-(4-nitrobenzyloxycarbonyloxy)ethyl]-3-(5-methyl-4H-1,2,4-triazol-3-ylthio)-7-oxo-1-azabicyclo[3.2.0]hept-2-ene-2-carboxylate (50 mg) and 5% palladium on activated carbon (50 mg) in 0.048M aqueous dipotassium hydrogen phosphate (4.85 ml), ethanol (0.5 ml), and dioxane (6.0 ml) was shaken for 2 hours under a hydrogen atmosphere (40 psi) at ambient temperature. After the catalyst was filtered off, the filtrate was concentrated to half of the origina... The reactants are O=C1OC=CC=C1C(=O)OC (methyl 2-oxo-2H-pyran-3-carboxylate), FC1=CC=C(N)C=C1 (4-fluoroaniline). Solvent: CN(C)C=O (DMF). Reaction conditions: time 15 minute. Yields the product FC1=CC=C(C=C1)N1C(C(=CC=C1)C(=O)OC)=O (Methyl 1-(4-fluorophenyl)-2-oxo-1,2-dihydropyridine-3-carboxylate). Reaction SMILES: O=[C:2]1[C:7]([C:8]([O:10][CH3:11])=[O:9])=[CH:6][CH:5]=[CH:4][O:3]1.[F:12][C:13]1[CH:19]=[CH:18][C:16]([NH2:17])=[CH:15][CH:14]=1>CN(C=O)C>[F:12][C:13]1[CH:19]=[CH:18][C:16]([N:17]2[CH:4]=[CH:5][CH:6]=[C:7]([C:8]([O:10][CH3:11])=[O:9])[C:2]2=[O:3])=[CH:15][CH:14]=1. Reported procedure: To a solution of methyl 2-oxo-2H-pyran-3-carboxylate (10.0 g, 65 mmol, Aldrich) in DMF (80 mL) at ice bath temperature was added a solid of 4-fluoroaniline (7.21 g, 65 mmol), stirred for 15 min. and the reaction mixture was warmed to rt, stirred for 3 h at rt. To the 4-fluoroaniline adduct intermediate formed via Michael addition was added in situ solids of EDCI.HCl (14.8 g, 77 mmol) and DMAP (1.80 g) at rt. The reaction mixture was stirred at rt overnight. Most of DMF was removed in vacuo, and ... Starting materials: CC1(C(NC2=CC(=C(C=C12)NC(C)=O)[N+](=O)[O-])=O)C (N-(3,3-dimethyl-6-nitro-2-oxo-2,3-dihydro-1H-indol-5-yl)-acetamide), crude material, C1CCC2=NCCCN2CC1 (DBU), ClCC1=C(N=C(S1)C)C (5-chloromethyl-2,4-dimethyl-thiazole), C(=O)([O-])[O-].[K+].[K+] (K2CO3). Solvent: CO (MeOH). Yields the product NC=1C=C2C(C(N(C2=CC1[N+](=O)[O-])CC1=C(N=C(S1)C)C)=O)(C)C (5-amino-1-(2,4-dimethyl-thiazol-5-ylmethyl)-3,3-dimethyl-6-nitro-1,3-dihydro-indol-2-one). Isolated yield 61.8%. Reaction SMILES: [CH3:1][C:2]1([CH3:19])[C:10]2[C:5](=[CH:6][C:7]([N+:15]([O-:17])=[O:16])=[C:8]([NH:11]C(=O)C)[CH:9]=2)[NH:4][C:3]1=[O:18].Cl[CH2:21][C:22]1[S:26][C:25]([CH3:27])=[N:24][C:23]=1[CH3:28].C([O-])([O-])=O.[K+].[K+].C1CCN2C(=NCCC2)CC1>CO>[NH2:11][C:8]1[CH:9]=[C:10]2[C:5](=[CH:6][C:7]=1[N+:15]([O-:17])=[O:16])[N:4]([CH2:21][C:22]1[S:26][C:25]([CH3:27])=[N:24][C:23]=1[CH3:28])[C:3](=[O:18])[C:2]2([CH3:1])[CH3:19] |f:2.3.4|. Reported procedure: Analogously to general procedure (I) N-(3,3-dimethyl-6-nitro-2-oxo-2,3-dihydro-1H-indol-5-yl)-acetamide (1.77 g) is alkylated using 5-chloromethyl-2,4-dimethyl-thiazole (1.09 g; 6.74 mmol) (Zh. Obshch. Khim. 1956, engl. transl. 3835) and K2CO3 (1.05 g; 7.41 mmol) at 60° C. for 3 days. After aqueous work-up the crude material is de-acetylated in MeOH (70 ml) using DBU (2.2 ml) at reflux. After aqueous work-up 5-amino-1-(2,4-dimethyl-thiazol-5-ylmethyl)-3,3-dimethyl-6-nitro-1,3-dihydro-indol-2-one... Starting materials: [Sn](Cl)Cl (tin(II) chloride), [OH-].[Na+] (sodium hydroxide), ClC=1SC2=C(N1)C=CC(=C2)[N+](=O)[O-] (2-chloro-6-nitrobenzothiazole), Cl (hydrochloric acid). The solvent is C(C)O (ethanol), ClCCl (dichloromethane). Conditions: temperature 120 celsius. Product: ClC=1SC2=C(N1)C=CC(=C2)N (2-chloro-6-aminobenzothiazole). Yield: 60.4%. RXN SMILES: [Cl:1][C:2]1[S:3][C:4]2[CH:10]=[C:9]([N+:11]([O-])=O)[CH:8]=[CH:7][C:5]=2[N:6]=1.[Sn](Cl)Cl.Cl.[OH-].[Na+]>C(O)C.ClCCl>[Cl:1][C:2]1[S:3][C:4]2[CH:10]=[C:9]([NH2:11])[CH:8]=[CH:7][C:5]=2[N:6]=1 |f:3.4|. Procedure: Compound 2 (1.96 g, 9.14 mmol) was dissolved in ethanol (150 mL) and purified water (100 mL), and the solution was added with anhydrous tin(II) chloride (20.7 g, 91.7 mmol). The mixture was added with 4.8 mol/L hydrochloric acid (20 mL, 96 mmol) and refluxed at 120° C. After disappearance of the starting materials was confirmed by thin layer chromatography (developing solvent: dichloromethane), the mixture was basified with aqueous sodium hydroxide. The precipitates were removed by filtration, A... Reactants: C(C)(C)(C)C1=NN=C(S1)NC(C1=C(C=CC(=C1)Cl)OC)=O (N-(5-tert-butyl-1,3,4-thiadiazol-2-yl)-5-chloro-2-methoxybenzamide), CC(C)([O-])C.[K+] (potassium tert-butoxide), Example 1B, CN(C=O)C.O1CCCC1 (N,N-dimethylformamide tetrahydrofuran). Conditions: temperature 80 celsius, time 16 hour. Product: C(C)(C)(C)C1=NN(/C(/S1)=N/C(C1=C(C=CC(=C1)Cl)OC)=O)C[C@@H]1OCCC1 (N-[(2Z)-5-tert-butyl-3-[(2R)-tetrahydrofuran-2-ylmethyl]-1,3,4-thiadiazol-2(3 H)-ylidene]-5-chloro-2-methoxybenzamide). As a reaction SMILES: [C:1]([C:5]1[S:9][C:8]([NH:10][C:11](=[O:21])[C:12]2[CH:17]=[C:16]([Cl:18])[CH:15]=[CH:14][C:13]=2[O:19][CH3:20])=[N:7][N:6]=1)([CH3:4])([CH3:3])[CH3:2].[CH3:22][C:23](C)([O-:25])[CH3:24].[K+].CN(C)C=O.O1CC[CH2:35][CH2:34]1>>[C:1]([C:5]1[S:9]/[C:8](=[N:10]\[C:11](=[O:21])[C:12]2[CH:17]=[C:16]([Cl:18])[CH:15]=[CH:14][C:13]=2[O:19][CH3:20])/[N:7]([CH2:22][C@H:23]2[CH2:24][CH2:35][CH2:34][O:25]2)[N:6]=1)([CH3:4])([CH3:2])[CH3:3] |f:1.2,3.4|. Procedure details: To a solution of Example 4A (200 mg, 0.62 mmol) in N,N-dimethylformamide/tetrahydrofuran (1:4, 10 mL) were added a solution of potassium tert-butoxide (Aldrich, 103 mg, 0.92 mmol) and Example 1B (189 mg, 0.74 mmol). The reaction mixture was stirred at 80° C. for 16 h, cooled to room temperature, quenched with saturated aqueous NaHCO3 (10 mL). The aqueous layer was extracted with ethyl acetate (3×10 mL). The combined organic extracts were dried over anhydrous Na2SO4, filtered and concentrated und... Procedure details: From 10.0 ml (85 mmole) of trimethylphosphite and 7.8 g (64 mmole) of i-propyl chloroformate. (100° C., 2 hours). As a reaction SMILES: C[O:2][P:3]([O:6][CH3:7])[O:4][CH3:5].Cl[C:9]([O:11][CH:12]([CH3:14])[CH3:13])=[O:10]>>[CH:12]([O:11][C:9]([P:3](=[O:2])([O:6][CH3:7])[O:4][CH3:5])=[O:10])([CH3:14])[CH3:13]. The reactants are COP(OC)OC (trimethylphosphite), ClC(=O)OC(C)C (i-propyl chloroformate). Product: C(C)(C)OC(=O)P(OC)(OC)=O (Dimethyl i-propoxycarbonylphosphonate). The reactants are CC(C)(C)C(=O)c1cn(COCC[Si](C)(C)C)c2ncc(Br)nc12, O=C1NCc2ccccc21, O=C([O-])[O-], CN(C)CCN, CCOC(C)=O, Cc1ccccc1, I[Cu]I, [K+], [K+]. Yields the product CC(C)(C)C(=O)c1cn(COCC[Si](C)(C)C)c2ncc(N3Cc4ccccc4C3=O)nc12. As a reaction SMILES: [Br:1][c:2]1[n:3][c:4]2[c:5]([n:6][cH:7]1)[n:8]([CH2:17][O:18][CH2:19][CH2:20][Si:21]([CH3:22])([CH3:23])[CH3:24])[cH:9][c:10]2[C:11]([C:12]([CH3:13])([CH3:14])[CH3:15])=[O:16].[C:25]1(=[O:34])[NH:26][CH2:27][c:28]2[cH:29][cH:30][cH:31][cH:32][c:33]21.[C:35](=[O:36])([O-:37])[O-:38].[CH3:41][N:42]([CH3:43])[CH2:44][CH2:45][NH2:46].[CH3:47][CH2:48][O:49][C:50](=[O:51])[CH3:52].[CH3:56][c:57]1[cH:58][cH:59][cH:60][cH:61][cH:62]1.[Cu:53]([I:54])[I:55].[K+:39].[K+:40]>>[c:2]1([N:26]2[C:25](=[O:34])[c:33]3[c:28]([cH:29][cH:30][cH:31][cH:32]3)[CH2:27]2)[n:3][c:4]2[c:5]([n:6][cH:7]1)[n:8]([CH2:17][O:18][CH2:19][CH2:20][Si:21]([CH3:22])([CH3:23])[CH3:24])[cH:9][c:10]2[C:11]([C:12]([CH3:13])([CH3:14])[CH3:15])=[O:16].